From a dataset of the Open Reaction Database (ORD), a public repository of structured organic reaction records. describe an organic reaction: reactants, conditions, products, and yield Reactants: Cl.C(#N)C1(CC1)NC(=O)[C@H]1NC[C@@H](C1)S(=O)(=O)C1=C(C=CC=C1)Cl ((2S,4R)-4-(2-chloro-benzenesulfonyl)-pyrrolidine-2-carboxylic acid (1-cyano-cyclopropyl)-amide hydrochloride), ClC(=O)OC (methyl chloroformate). Yields the product COC(=O)N1[C@@H](C[C@H](C1)S(=O)(=O)C1=C(C=CC=C1)Cl)C(NC1(CC1)C#N)=O ((2S,4R)-4-(2-chloro-benzenesulfonyl)-2-(1-cyano-cyclopropylcarbamoyl)-pyrrolidine-1-carboxylic acid methyl ester). As a reaction SMILES: Cl.[C:2]([C:4]1([NH:7][C:8]([C@@H:10]2[CH2:14][C@@H:13]([S:15]([C:18]3[CH:23]=[CH:22][CH:21]=[CH:20][C:19]=3[Cl:24])(=[O:17])=[O:16])[CH2:12][NH:11]2)=[O:9])[CH2:6][CH2:5]1)#[N:3].Cl[C:26]([O:28][CH3:29])=[O:27]>>[CH3:29][O:28][C:26]([N:11]1[CH2:12][C@H:13]([S:15]([C:18]2[CH:23]=[CH:22][CH:21]=[CH:20][C:19]=2[Cl:24])(=[O:17])=[O:16])[CH2:14][C@H:10]1[C:8](=[O:9])[NH:7][C:4]1([C:2]#[N:3])[CH2:6][CH2:5]1)=[O:27] |f:0.1|. Reported procedure: (2S,4R)-4-(2-chloro-benzenesulfonyl)-pyrrolidine-2-carboxylic acid (1-cyano-cyclopropyl)-amide hydrochloride from experiment K4 was acylated with methyl chloroformate in analogy to experiment L21 to give (2S,4R)-4-(2-chloro-benzenesulfonyl)-2-(1-cyano-cyclopropylcarbamoyl)-pyrrolidine-1-carboxylic acid methyl ester as a colorless oil. MS: 412.1 [M+H]+.